This data is from the Open Reaction Database (ORD), a public repository of structured organic reaction records. The task is: describe an organic reaction: reactants, conditions, products, and yield Reactants: CC1=C(NC(=C1)C)C(C(=O)O)=C1C(NC2=CC=CC=C12)=O ((3,5-Dimethyl-1H-pyrrol-2-yl)-(2-oxo-1,2-dihydroindol-3-ylidene)-acetic acid), C(C)N(CCN)CC (N,N-diethylethylenediamine). Product: C(C)N(CCNC(C(=C1C(NC2=CC=CC=C12)=O)C=1NC(=CC1C)C)=O)CC (N-(2-Diethylaminoethyl)-2-(3,5-dimethyl-1H-pyrrol-2-yl)-2-(2-oxo-1,2-dihydroindol-3-ylidene)-acetamide). Isolated yield 30.5%. RXN SMILES: [CH3:1][C:2]1[CH:6]=[C:5]([CH3:7])[NH:4][C:3]=1[C:8](=[C:12]1[C:20]2[C:15](=[CH:16][CH:17]=[CH:18][CH:19]=2)[NH:14][C:13]1=[O:21])[C:9](O)=[O:10].[CH2:22]([N:24]([CH2:28][CH3:29])[CH2:25][CH2:26][NH2:27])[CH3:23]>>[CH2:22]([N:24]([CH2:28][CH3:29])[CH2:25][CH2:26][NH:27][C:9](=[O:10])[C:8]([C:3]1[NH:4][C:5]([CH3:7])=[CH:6][C:2]=1[CH3:1])=[C:12]1[C:20]2[C:15](=[CH:16][CH:17]=[CH:18][CH:19]=2)[NH:14][C:13]1=[O:21])[CH3:23]. Procedure: (3,5-Dimethyl-1H-pyrrol-2-yl)-(2-oxo-1,2-dihydroindol-3-ylidene)-acetic acid (90 mg) was reacted with N,N-diethylethylenediamine (48 mg) using method B to give 37 mg (46%) of the title compound.